This data is from the Open Reaction Database (ORD), a public repository of structured organic reaction records. The task is: describe an organic reaction: reactants, conditions, products, and yield The reactants are ClC1=C(C(=O)O)C=CC=C1C1(CC1)C#N (2-chloro-3-(1-cyanocyclopropyl)benzoic acid), CN(C=O)C (N,N-dimethylformamide), C(C(=O)Cl)(=O)Cl (oxalyl chloride). The solvent is O1CCCC1 (tetrahydrofuran). Run at time 2.5 hour. The product is ClC1=C(C(=O)Cl)C=CC=C1C1(CC1)C#N (2-chloro-3-(1-cyanocyclopropyl)benzoyl chloride). Reaction SMILES: [Cl:1][C:2]1[C:10]([C:11]2([C:14]#[N:15])[CH2:13][CH2:12]2)=[CH:9][CH:8]=[CH:7][C:3]=1[C:4](O)=[O:5].CN(C)C=O.C(Cl)(=O)C([Cl:24])=O>O1CCCC1>[Cl:1][C:2]1[C:10]([C:11]2([C:14]#[N:15])[CH2:13][CH2:12]2)=[CH:9][CH:8]=[CH:7][C:3]=1[C:4]([Cl:24])=[O:5]. Procedure details: To a solution of 2-chloro-3-(1-cyanocyclopropyl)benzoic acid (16.0 g, 72.2 mmol) in tetrahydrofuran (150 mL) was added N,N-dimethylformamide (0.1 mL), and oxalyl chloride (7.2 mL, 84.0 mmol) was further added dropwise at 0° C., and the mixture was stirred at room temperature for 2.5 hr. The reaction mixture was concentrated under reduced pressure to dryness to give 2-chloro-3-(1-cyanocyclopropyl)benzoyl chloride as a pale-yellow oil. The reactants are CCn1ncc2c(Cl)c(NC(=O)OC(C)(C)C)cnc21, [H-], CI, [Na+], CN(C)C=O. Product: CCn1ncc2c(Cl)c(NC)cnc21. RXN SMILES: [C:1]([O:2][C:6](=[O:3])[NH:7][c:8]1[c:9]([Cl:19])[c:10]2[c:11]([n:12][cH:13]1)[n:14]([CH2:17][CH3:18])[n:15][cH:16]2)([CH3:4])([CH3:5])[CH3:20].[H-:22].[I:23][CH3:24].[Na+:21].[O:25]=[CH:26][N:27]([CH3:28])[CH3:29]>>[CH3:6][NH:7][c:8]1[c:9]([Cl:19])[c:10]2[c:11]([n:12][cH:13]1)[n:14]([CH2:17][CH3:18])[n:15][cH:16]2. Reactants: CN(C)C=O, O=S(=O)(Nc1cccc2cc[nH]c12)c1cccc(Cl)c1, Cl, [Na+], [OH-], O, O=P(Cl)(Cl)Cl. Yields the product O=Cc1c[nH]c2c(NS(=O)(=O)c3cccc(Cl)c3)cccc12. RXN SMILES: [CH3:29][N:30]([CH:31]=[O:32])[CH3:33].[Cl:6][c:7]1[cH:8][c:9]([S:13](=[O:14])(=[O:15])[NH:16][c:17]2[cH:18][cH:19][cH:20][c:21]3[cH:22][cH:23][nH:24][c:25]23)[cH:10][cH:11][cH:12]1.[ClH:28].[Na+:27].[OH-:26].[OH2:34].[P:1]([Cl:2])([Cl:3])([Cl:4])=[O:5]>>[Cl:6][c:7]1[cH:8][c:9]([S:13](=[O:14])(=[O:15])[NH:16][c:17]2[cH:18][cH:19][cH:20][c:21]3[c:22]([CH:31]=[O:32])[cH:23][nH:24][c:25]23)[cH:10][cH:11][cH:12]1. Reactants: S(O)(O)(=O)=O (sulfuric acid), ClC=1C(=NC=CC1)C(C#N)C (2-(3-chloropyridin-2-yl)propanenitrile), C(C)O (ethanol), C([O-])(O)=O.[Na+] (sodium bicarbonate). Run at temperature 0 celsius. Product: ClC=1C(=NC=CC1)C(C(=O)OCC)C (Ethyl 2-(3-chloropyridin-2-yl)propanoate). The yield is 91.0%. RXN SMILES: [Cl:1][C:2]1[C:3]([CH:8]([CH3:11])[C:9]#N)=[N:4][CH:5]=[CH:6][CH:7]=1.S(=O)(=O)(O)O.C(=O)(O)[O-:18].[Na+].[CH2:22]([OH:24])[CH3:23]>>[Cl:1][C:2]1[C:3]([CH:8]([CH3:11])[C:9]([O:24][CH2:22][CH3:23])=[O:18])=[N:4][CH:5]=[CH:6][CH:7]=1 |f:2.3|. Procedure: The product of Example 38A (1.15 g, 6.9 mmol) was dissolved in absolute ethanol (14 mL) and cooled to 0° C. Concentrated sulfuric acid (13.54 g, 7.36 mL, 138 mmol) was added, and the reaction mixture was allowed to warm to ambient temperature. The reaction was then heated at reflux for 2 hours, cooled, and poured onto ice. The mixture was neutralized with saturated aqueous sodium bicarbonate, and extracted with two portions of ethyl acetate. The organic layers were separated and concentrated to ...